From a dataset of the Open Reaction Database (ORD), a public repository of structured organic reaction records. describe an organic reaction: reactants, conditions, products, and yield Reactants: CC(=O)OCC=C(C)CCOC(C)C, CCO. Yields the product CC(=O)OCCC(C)CCOC(C)C. As a reaction SMILES: [C:1]([CH3:2])(=[O:3])[O:4][CH2:5][CH:6]=[C:7]([CH2:8][CH2:9][O:10][CH:11]([CH3:12])[CH3:13])[CH3:14].[CH3:15][CH2:16][OH:17]>>[C:1]([CH3:2])(=[O:3])[O:4][CH2:5][CH2:6][CH:7]([CH2:8][CH2:9][O:10][CH:11]([CH3:12])[CH3:13])[CH3:14]. Reactants: NC1CCC(CC1)NC(=O)N1C[C@@H](CC1)N ((R)-3-amino-pyrrolidine-1-carboxylic acid (4-amino-cyclohexyl)-amide), C(C)(C)(C)OC(=O)N1C[C@@H](CC1)N ((R)-3-amino-pyrrolidine-1-carboxylic acid tert-butyl ester). The product is NC1CCC(CC1)NC(=O)N[C@H]1CNCC1 (1-(4-Amino-cyclohexyl)-3-(R)-pyrrolidin-3-yl-urea). As a reaction SMILES: [NH2:1][CH:2]1[CH2:7][CH2:6][CH:5]([NH:8][C:9]([N:11]2[CH2:15][CH2:14][C@@H:13]([NH2:16])C2)=[O:10])[CH2:4][CH2:3]1.[C:17](OC(N1CC[C@@H](N)C1)=O)(C)(C)C>>[NH2:1][CH:2]1[CH2:3][CH2:4][CH:5]([NH:8][C:9]([NH:11][C@@H:15]2[CH2:14][CH2:13][NH:16][CH2:17]2)=[O:10])[CH2:6][CH2:7]1. Procedure details: 1-(4-Amino-cyclohexyl)-3-(R)-pyrrolidin-3-yl-urea is prepared analogously to (R)-3-amino-pyrrolidine-1-carboxylic acid (4-amino-cyclohexyl)-amide (Intermediate IF) by replacing (R)-pyrrolidin-3-yl-carbamic acid tert-butyl ester with (R)-3-amino-pyrrolidine-1-carboxylic acid tert-butyl ester. The reactants are OCCN1CCOCC1 (4-(2-hydroxyethyl)morpholine), [H-].[Na+] (NaH), FC1=C(C=CC=C1)[N+](=O)[O-] (2-fluoronitrobenzene), Cl (HCl). Solvent: CN(C)C=O (DMF), CN(C)C=O (DMF). Conditions: time 10 minute. The product is [N+](=O)([O-])C1=C(OCCN2CCOCC2)C=CC=C1 (4-[2-(2-Nitrophenoxy)ethyl]morpholine). Yield: 89.5%. RXN SMILES: [OH:1][CH2:2][CH2:3][N:4]1[CH2:9][CH2:8][O:7][CH2:6][CH2:5]1.[H-].[Na+].F[C:13]1[CH:18]=[CH:17][CH:16]=[CH:15][C:14]=1[N+:19]([O-:21])=[O:20].Cl>CN(C=O)C>[N+:19]([C:14]1[CH:15]=[CH:16][CH:17]=[CH:18][C:13]=1[O:1][CH2:2][CH2:3][N:4]1[CH2:9][CH2:8][O:7][CH2:6][CH2:5]1)([O-:21])=[O:20] |f:1.2|. Procedure details: To a stirred solution of 4-(2-hydroxyethyl)morpholine (1.7 g, 12.96 mmol) in DMF (2 mL) was added NaH (0.52 g, 60% dispersion in oil, 12.96 mmol). The reaction mixture was stirred at r.t. for 10 minutes, then cooled to 0° C. A solution of 2-fluoronitrobenzene (1.5 g, 10.63 mmol) in DMF (2 mL) was added over 5 min. The reaction mixture was allowed to warm to r.t., then was stirred for 2 h before the addition of 2M aqueous HCl (50 mL). The aqueous fraction was separated, neutralised with aqueous s... The reactants are COC1=C(N)C=CC(=C1)OC (2,4-dimethoxyaniline), COC1=C(C(=O)O)C=CC=C1OC (2,3-dimethoxybenzoic acid). The product is OC1=CC2=C(N=C(O2)C2=C(C(=CC=C2)O)O)C=C1 (3-(6-Hydroxy-1,3-benzoxazol-2-yl)benzene-1,2-diol). RXN SMILES: [CH3:1][O:2][C:3]1[CH:9]=[C:8]([O:10]C)[CH:7]=[CH:6][C:4]=1[NH2:5].C[O:13][C:14]1[C:22]([O:23]C)=[CH:21][CH:20]=[CH:19][C:15]=1C(O)=O>>[OH:10][C:8]1[CH:7]=[CH:6][C:4]2[N:5]=[C:1]([C:21]3[CH:20]=[CH:19][CH:15]=[C:14]([OH:13])[C:22]=3[OH:23])[O:2][C:3]=2[CH:9]=1. Reported procedure: The title compound was prepared in substantially the same manner as described in Example 1, from 2,4-dimethoxyaniline, and 2,3-dimethoxybenzoic acid and was obtained as a tan solid, m.p. 256-258° C.; MS m/e 244 (M+H)+.